This data is from the Open Reaction Database (ORD), a public repository of structured organic reaction records. The task is: describe an organic reaction: reactants, conditions, products, and yield Reactants: SC=1N(C(C2=C(N1)C=CS2)=O)C (2-mercapto-3-methylthieno[3,2-d]-pyrimidin-4(3H)-one), FC(C1=CC=C(C(=O)C2=CC=C(CBr)C=C2)C=C1)(F)F (4-(4-trifluoromethylbenzoyl)benzyl bromide). Reagents/catalysts: [OH-].[Na+].O (sodium hydroxide water). The solvent is C(C)O (ethanol), O (water). Conditions: temperature 60 celsius, time 1 hour. Yields the product CN1C(=NC2=C(C1=O)SC=C2)SCC2=CC=C(C=C2)C(C2=CC=C(C=C2)C(F)(F)F)=O (3-Methyl-2-[4-(4-trifluoromethylbenzoyl) benzylthio]-thieno[3,2-d]pyrimidin-4(3H)-one). Isolated yield 47.8%. RXN SMILES: [SH:1][C:2]1[N:3]([CH3:12])[C:4](=[O:11])[C:5]2[S:10][CH:9]=[CH:8][C:6]=2[N:7]=1.[F:13][C:14]([F:32])([F:31])[C:15]1[CH:30]=[CH:29][C:18]([C:19]([C:21]2[CH:28]=[CH:27][C:24]([CH2:25]Br)=[CH:23][CH:22]=2)=[O:20])=[CH:17][CH:16]=1>C(O)C.O.[OH-].[Na+].O>[CH3:12][N:3]1[C:4](=[O:11])[C:5]2[S:10][CH:9]=[CH:8][C:6]=2[N:7]=[C:2]1[S:1][CH2:25][C:24]1[CH:27]=[CH:28][C:21]([C:19](=[O:20])[C:18]2[CH:29]=[CH:30][C:15]([C:14]([F:13])([F:31])[F:32])=[CH:16][CH:17]=2)=[CH:22][CH:23]=1 |f:4.5.6|. Reported procedure: To a solution of 2-mercapto-3-methylthieno[3,2-d]-pyrimidin-4(3H)-one (1.0 g) and 1N-sodium hydroxide/water (5.1 mg) in ethanol (10 ml) was added 4-(4-trifluoromethylbenzoyl)benzyl bromide (1.73 g) and the mixture was stirred at 60° C. for 1 hour. This reaction mixture was poured in water and the resulting crystals were collected by filtration, rinsed with water, and recrystallized from ethyl acetate-hexane to provide the title compound as colorless solid (1.11 g). The reactants are CC(C)([O-])C.[Na+] (Sodium tert-butoxide), [dicyclohexyl(2′,4′,6′-triisopropyl-3,6-dimethoxy-[1,1′-biphenyl]-2-yl)phosphine]2-(2-aminoethyl)phenyl, S1C(=NC2=C1C=CC=C2)N[C@@H]2C[C@H](C2)N (Trans-N1-(benzo[d]thiazol-2-yl)cyclobutane-1,3-diamine), S1C(=NC2=C1C=CC=C2)N[C@@H]2C[C@H](C2)N (Trans-N1-(benzo[d]thiazol-2-yl)cyclobutane-1,3-diamine), ClC1=NC=CC=C1CC(=O)OC (methyl 2-(2-chloropyridin-3-yl)acetate), O1CCOCC1 (dioxane). The reagents and catalysts are [Pd](Cl)Cl (palladium(II) chloride). Solvent: O (water). Conditions: time 4 hour. Product: S1C(=NC2=C1C=CC=C2)N[C@@H]2C[C@H](C2)NC2=NC=CC=C2CC(=O)OC (methyl 2-(2-((trans-3-(benzo[d]thiazol-2-ylamino)cyclobutyl)amino)pyridin-3-yl)acetate), S1C(=NC2=C1C=CC=C2)N[C@@H]2C[C@H](C2)N2C(CC=1C2=NC=CC1)=O (1-(trans-3-(benzo[d]thiazol-2-ylamino)cyclobutyl)-1H-pyrrolo[2,3-b]pyridin-2(3H)-one). Yield: 2.3%. As a reaction SMILES: CC(C)([O-])C.[Na+].[S:7]1[C:11]2[CH:12]=[CH:13][CH:14]=[CH:15][C:10]=2[N:9]=[C:8]1[NH:16][C@H:17]1[CH2:20][C@H:19]([NH2:21])[CH2:18]1.Cl[C:23]1[C:28]([CH2:29][C:30]([O:32][CH3:33])=[O:31])=[CH:27][CH:26]=[CH:25][N:24]=1.O1CCOCC1>O.[Pd](Cl)Cl>[S:7]1[C:11]2[CH:12]=[CH:13][CH:14]=[CH:15][C:10]=2[N:9]=[C:8]1[NH:16][C@H:17]1[CH2:18][C@H:19]([NH:21][C:23]2[C:28]([CH2:29][C:30]([O:32][CH3:33])=[O:31])=[CH:27][CH:26]=[CH:25][N:24]=2)[CH2:20]1.[S:7]1[C:11]2[CH:12]=[CH:13][CH:14]=[CH:15][C:10]=2[N:9]=[C:8]1[NH:16][C@H:17]1[CH2:18][C@H:19]([N:21]2[C:23]3=[N:24][CH:25]=[CH:26][CH:27]=[C:28]3[CH2:29][C:30]2=[O:31])[CH2:20]1 |f:0.1|. Procedure details: Sodium tert-butoxide (0.844 mL, 6.89 mmol), [dicyclohexyl(2′,4′,6′-triisopropyl-3,6-dimethoxy-[1,1′-biphenyl]-2-yl)phosphine]2-(2-aminoethyl)phenyl)palladium(II) chloride (125 mg, 0.157 mmol), trans-N1-(benzo[d]thiazol-2-yl)cyclobutane-1,3-diamine (intermediate 11, 687 mg, 3.13 mmol), methyl 2-(2-chloropyridin-3-yl)acetate (640 mg, 3.45 mmol) and dry dioxane (5 mL) were sealed in a microwave vessel under argon. The mixture was stirred for 4 hours at room temperature. The reaction mixture was dil... The reactants are BrC(Br)(Br)Br, ClCCl, Cc1c(CO)ccc(C(F)(F)F)[n+]1[O-], c1ccc(P(c2ccccc2)c2ccccc2)cc1. The product is Cc1c(CBr)ccc(C(F)(F)F)[n+]1[O-]. As a reaction SMILES: [C:15]([Br:16])([Br:17])([Br:18])[Br:19].[Cl:39][CH2:40][Cl:41].[OH:1][CH2:2][c:3]1[c:4]([CH3:14])[n+:5]([O-:13])[c:6]([C:9]([F:10])([F:11])[F:12])[cH:7][cH:8]1.[c:20]1([P:21]([c:22]2[cH:23][cH:24][cH:25][cH:26][cH:27]2)[c:28]2[cH:29][cH:30][cH:31][cH:32][cH:33]2)[cH:34][cH:35][cH:36][cH:37][cH:38]1>>[CH2:2]([c:3]1[c:4]([CH3:14])[n+:5]([O-:13])[c:6]([C:9]([F:10])([F:11])[F:12])[cH:7][cH:8]1)[Br:16]. Reactants: N12CCCCCC2=NCCC1 (1,8-diazabicyclo[5.4.0]undec-7-ene), I.ClC=1C=2C=3C(C(N(C2C=CC1)C1CNCCC1)=O)=C(ON3)C (9-chloro-3-methyl-5-piperidin-3-yl-5H-isoxazolo[4,3-c]quinolin-4-one hydroiodide), O1C(CC2=CC=CC=C2)C1 ((2,3-epoxypropyl)-benzene). Run in C(C)(C)O.C(Cl)(Cl)Cl (isopropanol chloroform), C(C)O (ethanol). Reaction conditions: temperature 60 celsius. The product is ClC=1C=2C=3C(C(N(C2C=CC1)C1CN(CCC1)CC(CC1=CC=CC=C1)O)=O)=C(ON3)C (9-Chloro-5-[1-(2-hydroxy-3-phenyl-propyl)-piperidin-3-yl]-3-methyl-5H-isoxazolo[4,3-c]quinolin-4-one). Isolated yield 84.0%. As a reaction SMILES: I.[Cl:2][C:3]1[C:4]2[C:5]3[C:6](=[C:20]([CH3:23])[O:21][N:22]=3)[C:7](=[O:19])[N:8]([CH:13]3[CH2:18][CH2:17][CH2:16][NH:15][CH2:14]3)[C:9]=2[CH:10]=[CH:11][CH:12]=1.N12CCCN=C1CCCCC2.[O:35]1[CH2:44][CH:36]1[CH2:37][C:38]1[CH:43]=[CH:42][CH:41]=[CH:40][CH:39]=1>C(O)C.C(O)(C)C.C(Cl)(Cl)Cl>[Cl:2][C:3]1[C:4]2[C:5]3[C:6](=[C:20]([CH3:23])[O:21][N:22]=3)[C:7](=[O:19])[N:8]([CH:13]3[CH2:18][CH2:17][CH2:16][N:15]([CH2:44][CH:36]([OH:35])[CH2:37][C:38]4[CH:43]=[CH:42][CH:41]=[CH:40][CH:39]=4)[CH2:14]3)[C:9]=2[CH:10]=[CH:11][CH:12]=1 |f:0.1,5.6|. Procedure details: To a suspension of 9-chloro-3-methyl-5-piperidin-3-yl-5H-isoxazolo[4,3-c]quinolin-4-one hydroiodide (100 mg, 0.22 mmol) in ethanol (5 mL) add 1,8-diazabicyclo[5.4.0]undec-7-ene (40 μL, 0.27 mmol). Stir the solution under nitrogen. To the solution add (2,3-epoxypropyl)-benzene and heat to approximately 60° C. and stir under nitrogen overnight. Concentrate the reaction and dissolve in 20% isopropanol/chloroform, wash with 1N HCl, 1N sodium thiosulfate, saturated aqueous sodium bicarbonate solution... As a reaction SMILES: [CH3:28][C:29]1([OH:36])[CH2:30][CH2:31][NH:32][CH2:33][CH2:34][CH2:35]1.[CH3:42][S:43]([CH3:44])=[O:45].[Cl:46][CH2:47][Cl:48].[ClH:27].[Na+:41].[O-:37][C:38]([OH:39])=[O:40].[c:1]1(-[c:7]2[n:8][n:9][c:10]([C:12](=[O:13])[N:14]3[CH2:15][CH:16]([O:18][c:19]4[cH:20][cH:21][c:22]([CH:23]=[O:24])[cH:25][cH:26]4)[CH2:17]3)[o:11]2)[cH:2][cH:3][cH:4][cH:5][cH:6]1>>[c:1]1(-[c:7]2[n:8][n:9][c:10]([C:12](=[O:13])[N:14]3[CH2:15][CH:16]([O:18][c:19]4[cH:20][cH:21][c:22]([CH2:23][N:32]5[CH2:31][CH2:30][C:29]([CH3:28])([OH:36])[CH2:35][CH2:34][CH2:33]5)[cH:25][cH:26]4)[CH2:17]3)[o:11]2)[cH:2][cH:3][cH:4][cH:5][cH:6]1. The product is CC1(O)CCCN(Cc2ccc(OC3CN(C(=O)c4nnc(-c5ccccc5)o4)C3)cc2)CC1. Starting materials: CC1(O)CCCNCC1, CS(C)=O, ClCCl, Cl, [Na+], O=C([O-])O, O=Cc1ccc(OC2CN(C(=O)c3nnc(-c4ccccc4)o3)C2)cc1. The reactants are O=C([O-])[O-], CCn1nc(C#N)cc1CC(C)(C)O, ClCCl, ClI, [K+], [K+]. The product is CCn1nc(C#N)c(I)c1CC(C)(C)O. Reaction SMILES: [C:17](=[O:18])([O-:19])[O-:20].[CH2:3]([CH3:4])[n:5]1[n:6][c:7]([C:15]#[N:16])[cH:8][c:9]1[CH2:10][C:11]([CH3:12])([CH3:13])[OH:14].[Cl:23][CH2:24][Cl:25].[I:1][Cl:2].[K+:21].[K+:22]>>[I:1][c:8]1[c:7]([C:15]#[N:16])[n:6][n:5]([CH2:3][CH3:4])[c:9]1[CH2:10][C:11]([CH3:12])([CH3:13])[OH:14].